Dataset: the Open Reaction Database (ORD), a public repository of structured organic reaction records. Task: describe an organic reaction: reactants, conditions, products, and yield Starting materials: C(C)(C)(C)OC (methyl t-butyl ether), [Na+].C1(=CC=C(C=C1)S(=O)[O-])C (p-toluenesulfinic acid sodium salt), Cl (HCl). Solvent: O (H2O). Run at time 5 minute. Yields the product C1(=CC=C(C=C1)S(=O)O)C (p-toluenesulfinic acid). RXN SMILES: [Na+].[C:2]1([CH3:11])[CH:7]=[CH:6][C:5]([S:8]([O-:10])=[O:9])=[CH:4][CH:3]=1.C(OC)(C)(C)C.Cl>O>[C:2]1([CH3:11])[CH:7]=[CH:6][C:5]([S:8]([OH:10])=[O:9])=[CH:4][CH:3]=1 |f:0.1|. Procedure details: To a suspension of p-toluenesulfinic acid sodium salt (30 g) in H2O (100 mL) was added methyl t-butyl ether (50 mL) followed by dropwise addition of conc HCl (15 mL). After stirring 5 min, the organic phase was removed and the aqueous phase was extracted with methyl t-butyl ether. The organic phase was dried (Na2SO4) and concentrated to near dryness. Hexane was added and the resulting precipitate collected to afford p-toluenesulfinic acid; yield 22 g. Starting materials: C(C1=CC=CC=C1)OC(N[C@@H]1[C@@H](OC(C1)=O)OCC)=O ((2R, 3S)-(2-Ethoxy-5-oxo-tetrahydro-furan-3-yl)-carbamic acid benzyl ester). Reagents/catalysts: [Pd] (Pd/C). Solvent: C(C)(=O)OCC (Ethyl acetate). Product: N[C@H]1CC(O[C@H]1OCC)=O ((4S. 5R)-4-Amino-5-ethoxy-dihydro-furan-2-one). Yield: 96.1%. RXN SMILES: C(OC(=O)[NH:10][C@H:11]1[CH2:15][C:14](=[O:16])[O:13][C@H:12]1[O:17][CH2:18][CH3:19])C1C=CC=CC=1>C(OCC)(=O)C.[Pd]>[NH2:10][C@@H:11]1[C@H:12]([O:17][CH2:18][CH3:19])[O:13][C:14](=[O:16])[CH2:15]1. Reported procedure: To a suspension of (2R, 3S)-(2-Ethoxy-5-oxo-tetrahydro-furan-3-yl)-carbamic acid benzyl ester (0.22 g, 0.86 mmol) in Ethyl acetate (25 mL) at room temperature was added 10 mol % Pd/C (˜0.03 g). The reaction flask was purged between H2 (1atm) and vacuum three times before stirring under H2 (1atm) at room temperature. After stirring at room temperature for 3 hrs, the reaction mixture was filtered through celite and then evaporated to dryness to give the title compound (0.12 g, 97%) as a clear oil. Reactants: [BH4-].[Na+] (sodium borohydride), S(O)(O)(=O)=O (sulphuric acid), OC(CC(CC(=O)OCC)=O)C(C)OC1=CC=CC=C1 (ethyl 5-hydroxy-3-oxo-6-phenoxyheptanoate), ice water. The solvent is C(C)O (ethanol), C(C)O (ethanol). Reaction conditions: time 40 minute. Yields the product OC(CC(=O)OCC)CC(C(C)OC1=CC=CC=C1)O (ethyl 3,5-dihydroxy-6-phenoxyheptanoate). The yield is 37.0%. RXN SMILES: [BH4-].[Na+].[OH:3][CH:4]([CH:14]([O:16][C:17]1[CH:22]=[CH:21][CH:20]=[CH:19][CH:18]=1)[CH3:15])[CH2:5][C:6](=[O:13])[CH2:7][C:8]([O:10][CH2:11][CH3:12])=[O:9].S(=O)(=O)(O)O>C(O)C>[OH:13][CH:6]([CH2:5][CH:4]([OH:3])[CH:14]([O:16][C:17]1[CH:18]=[CH:19][CH:20]=[CH:21][CH:22]=1)[CH3:15])[CH2:7][C:8]([O:10][CH2:11][CH3:12])=[O:9] |f:0.1|. Reported procedure: To 2.5 g (0.006 mole) sodium borohydride in 30 ml of absolute ethanol was added dropwise 30 ml of an absolute ethanol solution containing 3.5 g 80.0135 mole) of the ethyl 5-hydroxy-3-oxo-6-phenoxyheptanoate obtained in step (a). After completion of the addition, cooling was immediately stopped and the mixture was allowed to warm to room temperature and was stirred for about 40 minutes. To the reaction mixture were then added about 300 ml of ice-water and the mixture was then acidified by the add... Starting materials: O (water), OC[C@H]1[C@H]2CC[C@@H](C[C@@H]1C1=CC(=C(C=C1)Cl)Cl)N2C ((1R, 2R, 3S)-2-hydroxymethyl-3(3,4-dichlorophenyl)tropane), [H-].[Na+] (sodium hydride), oil, C(C)OS(=O)(=O)[O-] (ethylsulphate). The solvent is C1CCOC1 (THF). Reaction conditions: temperature 35 celsius, time 8 hour. The product is C(C)OC[C@H]1[C@H]2CC[C@@H](C[C@@H]1C1=CC(=C(C=C1)Cl)Cl)N2C ((1R, 2R, 3S)-2-ethoxymethyl-3-(3,4-dichlorophenyl)tropane). Isolated yield 111.1%. As a reaction SMILES: [OH:1][CH2:2][C@@H:3]1[C@@H:9]([C:10]2[CH:15]=[CH:14][C:13]([Cl:16])=[C:12]([Cl:17])[CH:11]=2)[CH2:8][C@H:7]2[N:18]([CH3:19])[C@@H:4]1[CH2:5][CH2:6]2.[H-].[Na+].[CH2:22](OS([O-])(=O)=O)[CH3:23].O>C1COCC1>[CH2:22]([O:1][CH2:2][C@@H:3]1[C@@H:9]([C:10]2[CH:15]=[CH:14][C:13]([Cl:16])=[C:12]([Cl:17])[CH:11]=2)[CH2:8][C@H:7]2[N:18]([CH3:19])[C@@H:4]1[CH2:5][CH2:6]2)[CH3:23] |f:1.2|. Procedure: (1R, 2R, 3S)-2-hydroxymethyl-3(3,4-dichlorophenyl)tropane (26.9 g, 0.09 mol) in THF (200 ml) was added sodium hydride 60% in oil (4.6 g, 0.12 mol) and ethylsulphate (15.7 ml, 0.12 mol) and heated to 30-40° C. on an oil bath for ½ hour. The reaction mixture was stirred at ambient temperature overnight. The reaction mixture is then heated to 30-40° C. on an oil bath for 1 hour and poured into water (500 ml). The mixture was extracted twice with tert.butylmethylether, the organic phases was washed ... The reactants are [N+](=O)([O-])C1=CC=C(C=C1)OC(=O)C=1C=CC(=C2C1C=C(O2)C2COCC2)OC(F)F (7-difluoromethoxy-2-(tetrahydrofuran-3-yl)-benzofuran-4-carboxylic acid 4-nitrophenyl ester), NC1=C(C=NN1C)C#N (5-amino-1-methyl-1-H-pyrazole-4-carbonitrile). The solvent is O (Water). Run at time 2 hour. The product is C(#N)C1=C(N(N=C1)C)NC(=O)C=1C=CC(=C2C1C=C(O2)C2COCC2)OC(F)F (7-Difluoromethoxy-2-(tetrahydrofuran-3-yl)-benzofuran-4-carboxylic Acid (4-cyano-2-methyl-2-H-pyrazol-3-yl)-amide). The yield is 46.6%. As a reaction SMILES: [N+](C1C=CC(O[C:11]([C:13]2[CH:14]=[CH:15][C:16]([O:27][CH:28]([F:30])[F:29])=[C:17]3[O:21][C:20]([CH:22]4[CH2:26][CH2:25][O:24][CH2:23]4)=[CH:19][C:18]=23)=[O:12])=CC=1)([O-])=O.[NH2:31][C:32]1[N:36]([CH3:37])[N:35]=[CH:34][C:33]=1[C:38]#[N:39]>O>[C:38]([C:33]1[CH:34]=[N:35][N:36]([CH3:37])[C:32]=1[NH:31][C:11]([C:13]1[CH:14]=[CH:15][C:16]([O:27][CH:28]([F:30])[F:29])=[C:17]2[O:21][C:20]([CH:22]3[CH2:26][CH2:25][O:24][CH2:23]3)=[CH:19][C:18]=12)=[O:12])#[N:39]. Procedure details: Prepared from 7-difluoromethoxy-2-(tetrahydrofuran-3-yl)-benzofuran-4-carboxylic acid 4-nitrophenyl ester (380 mg) and 5-amino-1-methyl-1-H-pyrazole-4-carbonitrile (220 mg). The reaction was stirred for 2 hours at room temperature. Water (1 ml) was added and the solvent removed in vacuo. The residue was dissolved in ethyl acetate (50 ml) and washed with water (2×40 ml), followed by 1N hydrochloric acid (40 ml). The organic extract was dried over magnesium sulphate, filtered and preadsorbed onto ... The reactants are ClC=1C=C2C=NN=C(C2=CC1)N1CC=2N(CC1)C(=NN2)C(F)(F)F (6-chloro-1-(3-(trifluoromethyl)-5,6-dihydro-[1,2,4]triazolo[4,3-a]pyrazin-7(8H)-yl)phthalazine), C([O-])([O-])=O.[K+].[K+] (potassium carbonate), C1(CC1)NC(C1=CC(=C(C=C1)C)B1OC(C(O1)(C)C)(C)C)=O (N-cyclopropyl-4-methyl-3-(4,4,5,5-tetramethyl-1,3,2-dioxaborolan-2-yl)benzamide), C1(CCCCC1)P(C1=C(C=CC=C1)C1=C(C=CC=C1)C)C1CCCCC1 (2-(dicyclohexylphosphino)-2′-methylbiphenyl). Reagents/catalysts: C=1C=CC(=CC1)/C=C/C(=O)/C=C/C2=CC=CC=C2.C=1C=CC(=CC1)/C=C/C(=O)/C=C/C2=CC=CC=C2.C=1C=CC(=CC1)/C=C/C(=O)/C=C/C2=CC=CC=C2.[Pd].[Pd] (Pd2(dba)3). Run in O1CCOCC1 (dioxane), O (H2O). Product: C1(CC1)NC(C1=CC(=C(C=C1)C)C=1C=C2C=NN=C(C2=CC1)N1CC=2N(CC1)C(=NN2)C(F)(F)F)=O (N-cyclopropyl-4-methyl-3-(1-(3-(trifluoromethyl)-5,6-dihydro-[1,2,4]triazolo[4, 3-a]pyrazin-7(8H)-yl)phthalazin-6-yl)benzamide). As a reaction SMILES: Cl[C:2]1[CH:3]=[C:4]2[C:9](=[CH:10][CH:11]=1)[C:8]([N:12]1[CH2:17][CH2:16][N:15]3[C:18]([C:21]([F:24])([F:23])[F:22])=[N:19][N:20]=[C:14]3[CH2:13]1)=[N:7][N:6]=[CH:5]2.[CH:25]1([NH:28][C:29](=[O:46])[C:30]2[CH:35]=[CH:34][C:33]([CH3:36])=[C:32](B3OC(C)(C)C(C)(C)O3)[CH:31]=2)[CH2:27][CH2:26]1.C1(P(C2CCCCC2)C2C=CC=CC=2C2C=CC=CC=2C)CCCCC1.C(=O)([O-])[O-].[K+].[K+]>O1CCOCC1.C1C=CC(/C=C/C(/C=C/C2C=CC=CC=2)=O)=CC=1.C1C=CC(/C=C/C(/C=C/C2C=CC=CC=2)=O)=CC=1.C1C=CC(/C=C/C(/C=C/C2C=CC=CC=2)=O)=CC=1.[Pd].[Pd].O>[CH:25]1([NH:28][C:29](=[O:46])[C:30]2[CH:35]=[CH:34][C:33]([CH3:36])=[C:32]([C:2]3[CH:3]=[C:4]4[C:9](=[CH:10][CH:11]=3)[C:8]([N:12]3[CH2:17][CH2:16][N:15]5[C:18]([C:21]([F:22])([F:24])[F:23])=[N:19][N:20]=[C:14]5[CH2:13]3)=[N:7][N:6]=[CH:5]4)[CH:31]=2)[CH2:26][CH2:27]1 |f:3.4.5,7.8.9.10.11|. Procedure details: The title compound was prepared according to the method described in Example 8 (Method A) using 6-chloro-1-(3-(trifluoromethyl)-5,6-dihydro-[1,2,4]triazolo[4,3-a]pyrazin-7(8H)-yl)phthalazine (350 mg, 987 μmol), N-cyclopropyl-4-methyl-3-(4,4,5,5-tetramethyl-1,3,2-dioxaborolan-2-yl)benzamide (594 mg, 1973 μmol), 2-(dicyclohexylphosphino)-2′-methylbiphenyl (32 mg, 89 μmol), Pd2(dba)3 (27 mg, 30 μmol, Strem), and potassium carbonate (409 mg, 2960 μmol) in dioxane:H2O=4:1 (5 mL). Found MS (ES+) m/z: ... The product is COC1=NC(=NC(=C1)OC)OC1=C(C=2C=CC=NC2C=C1)C(=O)O (6-[(4,6-Dimethoxypyrimidin-2-yl)oxy]quinolin-5-carboxylic Acid). Yield: 65.2%. Procedure details: 0.8 g of methyl 6-[(4,6-dimethoxypyrimidin-2-yl)oxy]quinolin-5-carboxylate was dissolved in 10 ml of methanol and 20 ml of methoxyethane, and 5 ml of an aqueous solution containing 0.39 g of potassium hydroxide was added thereto at 40° C. The mixture was extracted with dichloromethane. The aqueous layer was acidified (pH=4) with a 10% hydrochloric acid aqueous solution, and formed precipitates were collected by filtration and dried to obtain 0.5 g (yield: 66.0%) of the desired compound. mp: 195°... Reactants: COC1=NC(=NC(=C1)OC)OC1=C(C=2C=CC=NC2C=C1)C(=O)OC (methyl 6-[(4,6-dimethoxypyrimidin-2-yl)oxy]quinolin-5-carboxylate), aqueous solution, [OH-].[K+] (potassium hydroxide). Solvent: CO (methanol), COCC (methoxyethane). As a reaction SMILES: [CH3:1][O:2][C:3]1[CH:8]=[C:7]([O:9][CH3:10])[N:6]=[C:5]([O:11][C:12]2[CH:21]=[CH:20][C:19]3[N:18]=[CH:17][CH:16]=[CH:15][C:14]=3[C:13]=2[C:22]([O:24]C)=[O:23])[N:4]=1.[OH-].[K+]>CO.COCC>[CH3:10][O:9][C:7]1[CH:8]=[C:3]([O:2][CH3:1])[N:4]=[C:5]([O:11][C:12]2[CH:21]=[CH:20][C:19]3[N:18]=[CH:17][CH:16]=[CH:15][C:14]=3[C:13]=2[C:22]([OH:24])=[O:23])[N:6]=1 |f:1.2|.